Dataset: the Open Reaction Database (ORD), a public repository of structured organic reaction records. Task: describe an organic reaction: reactants, conditions, products, and yield Starting materials: C1(CC1)N(S(=O)(=O)C1=CC(=CC=C1)C(F)(F)F)C1CCN(CC1)C(C=CCCC)=O (N-Cyclopropyl-N-(1-hex-2-enoyl-piperidin-4-yl)-3-trifluoromethylbenzenesulfonamide), N1CCSCC1 (thiomorpholine). The product is C1(CC1)N(S(=O)(=O)C1=CC(=CC=C1)C(F)(F)F)C1CCN(CC1)C(CC(CCC)N1CCSCC1)=O (N-Cyclopropyl-N-[1-(3-thiomorpholin-4-yl-hexanoyl)piperidin-4-yl]-3-trifluoromethylbenzenesulfonamide). Isolated yield 36.0%. RXN SMILES: [CH:1]1([N:4]([CH:18]2[CH2:23][CH2:22][N:21]([C:24](=[O:30])[CH:25]=[CH:26][CH2:27][CH2:28][CH3:29])[CH2:20][CH2:19]2)[S:5]([C:8]2[CH:13]=[CH:12][CH:11]=[C:10]([C:14]([F:17])([F:16])[F:15])[CH:9]=2)(=[O:7])=[O:6])[CH2:3][CH2:2]1.[NH:31]1[CH2:36][CH2:35][S:34][CH2:33][CH2:32]1>>[CH:1]1([N:4]([CH:18]2[CH2:23][CH2:22][N:21]([C:24](=[O:30])[CH2:25][CH:26]([N:31]3[CH2:36][CH2:35][S:34][CH2:33][CH2:32]3)[CH2:27][CH2:28][CH3:29])[CH2:20][CH2:19]2)[S:5]([C:8]2[CH:13]=[CH:12][CH:11]=[C:10]([C:14]([F:15])([F:16])[F:17])[CH:9]=2)(=[O:6])=[O:7])[CH2:3][CH2:2]1. Reported procedure: N-Cyclopropyl-N-[1-(3-thiomorpholin-4-yl-hexanoyl)piperidin-4-yl]-3-trifluoromethylbenzenesulfonamide (41) was prepared as follows. N-cyclopropyl-N-(1-hex-2-enoyl-piperidin-4-yl)-3-trifluoromethyl-benzenesulfonamide (30) (250 mg, 0.56 mmol) and thiomorpholine (2 mL) were heated together at 130° C. for 3 days in a sealed Reacti-vial. The vial was cooled in ice and then the cooled mixture was evaporated to dryness in vacuo in a Speed-Vac®. The residue was chromatographed over flash silica eluting ... Starting materials: CC(C)(C)OC(=O)N1CCC(c2ccc(OCCOS(C)(=O)=O)cc2)C(OCc2ccc3ccccc3c2)C1, CS(C)=O, [N-]=[N+]=[N-], [Na+]. Product: CC(C)(C)OC(=O)N1CCC(c2ccc(OCCN=[N+]=[N-])cc2)C(OCc2ccc3ccccc3c2)C1. RXN SMILES: [CH3:1][S:2]([O:3][CH2:6][CH2:7][O:8][c:9]1[cH:10][cH:11][c:12]([CH:15]2[CH:16]([O:28][CH2:29][c:30]3[cH:31][c:32]4[cH:33][cH:34][cH:35][cH:36][c:37]4[cH:38][cH:39]3)[CH2:17][N:18]([C:21](=[O:22])[O:23][C:24]([CH3:25])([CH3:26])[CH3:27])[CH2:19][CH2:20]2)[cH:13][cH:14]1)(=[O:4])=[O:5].[CH3:44][S:45](=[O:46])[CH3:47].[N-:41]=[N+:42]=[N-:43].[Na+:40]>>[CH2:6]([CH2:7][O:8][c:9]1[cH:10][cH:11][c:12]([CH:15]2[CH:16]([O:28][CH2:29][c:30]3[cH:31][c:32]4[cH:33][cH:34][cH:35][cH:36][c:37]4[cH:38][cH:39]3)[CH2:17][N:18]([C:21](=[O:22])[O:23][C:24]([CH3:25])([CH3:26])[CH3:27])[CH2:19][CH2:20]2)[cH:13][cH:14]1)[N:41]=[N+:42]=[N-:43]. Reactants: CCO, O=C(O)c1cn(C2CC2)c2nc(F)c(F)cc2c1=O, CC(=O)NCC1CN(c2ccc3c(c2)CCNCC3)C(=O)O1. Yields the product CC(=O)NCC1CN(c2ccc3c(c2)CCN(c2nc4c(cc2F)c(=O)c(C(=O)O)cn4C2CC2)CC3)C(=O)O1. Reaction SMILES: [CH3:42][CH2:43][OH:44].[CH:23]1([n:26]2[cH:27][c:28]([C:39](=[O:40])[OH:41])[c:29](=[O:38])[c:30]3[cH:31][c:32]([F:37])[c:33]([F:36])[n:34][c:35]23)[CH2:24][CH2:25]1.[O:1]=[C:2]1[O:3][CH:4]([CH2:18][NH:19][C:20]([CH3:21])=[O:22])[CH2:5][N:6]1[c:7]1[cH:8][c:9]2[c:10]([cH:16][cH:17]1)[CH2:11][CH2:12][NH:13][CH2:14][CH2:15]2>>[O:1]=[C:2]1[O:3][CH:4]([CH2:18][NH:19][C:20]([CH3:21])=[O:22])[CH2:5][N:6]1[c:7]1[cH:8][c:9]2[c:10]([cH:16][cH:17]1)[CH2:11][CH2:12][N:13]([c:33]1[c:32]([F:37])[cH:31][c:30]3[c:29](=[O:38])[c:28]([C:39](=[O:40])[OH:41])[cH:27][n:26]([CH:23]4[CH2:24][CH2:25]4)[c:35]3[n:34]1)[CH2:14][CH2:15]2. The reactants are C(C)(C)(C)OC(NC1=C(C=C(C=C1)C#CC1=NC=CC=C1)N)=O ((2-amino-4-pyridin-2-ylethynyl-phenyl)-carbamic acid tert.-butyl ester), C(=O)(C(F)(F)F)O (TFA), CC1(OC(C=C(O1)C=1C=C(C#N)C=CC1)=O)C (3-(2,2-dimethyl-6-oxo-6H-[1,3]dioxin-4-yl)-benzonitrile), material. Run in C(Cl)Cl (CH2Cl2). The product is O=C1NC2=C(N=C(C1)C=1C=C(C#N)C=CC1)C=CC(=C2)C#CC2=NC=CC=C2 (3-(4-Oxo-7-pyridin-2-ylethynyl-4,5-dihydro-3H-benzo[b][1,4]diazepin-2-yl)-benzonitrile). Isolated yield 85.5%. RXN SMILES: C(OC(=O)[NH:7][C:8]1[CH:13]=[CH:12][C:11]([C:14]#[C:15][C:16]2[CH:21]=[CH:20][CH:19]=[CH:18][N:17]=2)=[CH:10][C:9]=1[NH2:22])(C)(C)C.CC1(C)O[C:29]([C:31]2[CH:32]=[C:33]([CH:36]=[CH:37][CH:38]=2)[C:34]#[N:35])=[CH:28][C:27](=[O:39])O1.C(O)(C(F)(F)F)=O>C(Cl)Cl>[O:39]=[C:27]1[CH2:28][C:29]([C:31]2[CH:32]=[C:33]([CH:36]=[CH:37][CH:38]=2)[C:34]#[N:35])=[N:7][C:8]2[CH:13]=[CH:12][C:11]([C:14]#[C:15][C:16]3[CH:21]=[CH:20][CH:19]=[CH:18][N:17]=3)=[CH:10][C:9]=2[NH:22]1. Reported procedure: Prepared from (2-amino-4-pyridin-2-ylethynyl-phenyl)-carbamic acid tert.-butyl ester (Example G19) (124 mg, 0.4 mmol) and 3-(2,2-dimethyl-6-oxo-6H-[1,3]dioxin-4-yl)-benzonitrile (Example J4) (147 mg, 0.48 mmol) according to the general procedure K. The obtained material (199 mg) was deprotected and cyclized by treatment with TFA in CH2Cl2 according to the general procedure M. Obtained as a yellow solid (124 mg). The reactants are [Si](C)(C)(C(C)(C)C)O[C@@H]1C=C2C=C[C@@H]([C@@H]([C@H]2[C@H](C1)O)CC[C@@H]1C[C@H](CC(O1)=O)O[Si](C)(C)C(C)(C)C)C ((4R,6R)-6-{2-[(1S,2S,6S,8S,8aR)-1,2,6,7,8,8a-hexahydro-6-t-butyldimethylsilyloxy-8-hydroxy-2-methyl-1-naphthyl]ethyl}tetrahydro-4-t-butyldimethylsilyloxy-2H-pyran-2-one), C(CC(C)C)(=O)Cl (isovaleryl chloride). Product: [Si](C)(C)(C(C)(C)C)O[C@@H]1C=C2C=C[C@@H]([C@@H]([C@H]2[C@H](C1)OC(CC(C)C)=O)CC[C@@H]1C[C@H](CC(O1)=O)O[Si](C)(C)C(C)(C)C)C ((4R,6R)-6-{2-[(1S,2S,6S,8S,8aR)-1,2,6,7,8,8a-Hexahydro-6-t-butyldimethylsilyloxy-8-isovaleryloxy-2-methyl-1-naphthyl]ethyl}tetrahydro-4-t-butyldimethylsilyloxy-2H-pyran-2-one). Isolated yield 89.8%. As a reaction SMILES: [Si:1]([O:8][C@H:9]1[CH2:18][C@H:17]([OH:19])[C@H:16]2[C:11]([CH:12]=[CH:13][C@H:14]([CH3:37])[C@@H:15]2[CH2:20][CH2:21][C@H:22]2[O:27][C:26](=[O:28])[CH2:25][C@H:24]([O:29][Si:30]([C:33]([CH3:36])([CH3:35])[CH3:34])([CH3:32])[CH3:31])[CH2:23]2)=[CH:10]1)([C:4]([CH3:7])([CH3:6])[CH3:5])([CH3:3])[CH3:2].[C:38](Cl)(=[O:43])[CH2:39][CH:40]([CH3:42])[CH3:41]>>[Si:1]([O:8][C@H:9]1[CH2:18][C@H:17]([O:19][C:38](=[O:43])[CH2:39][CH:40]([CH3:42])[CH3:41])[C@H:16]2[C:11]([CH:12]=[CH:13][C@H:14]([CH3:37])[C@@H:15]2[CH2:20][CH2:21][C@H:22]2[O:27][C:26](=[O:28])[CH2:25][C@H:24]([O:29][Si:30]([C:33]([CH3:36])([CH3:35])[CH3:34])([CH3:31])[CH3:32])[CH2:23]2)=[CH:10]1)([C:4]([CH3:5])([CH3:6])[CH3:7])([CH3:3])[CH3:2]. Procedure details: A procedure similar to that described in Example 4, above, was followed, but using 1.10 g (2.0 mmol) of (4R,6R)-6-{2-[(1S,2S,6S,8S,8aR)-1,2,6,7,8,8a-hexahydro-6-t-butyldimethylsilyloxy-8-hydroxy-2-methyl-1-naphthyl]ethyl}tetrahydro-4-t-butyldimethylsilyloxy-2H-pyran-2-one [prepared as described in Example 3, above] and 361 mg (3.0 mmol) of isovaleryl chloride, to provide 1.14 g of the title compound. The reactants are COc1cc(N)cc([N+](=O)[O-])c1OC, Cl, O=N[O-], [Na+], O, c1ccncc1. The product is COc1cc(-c2ccccn2)cc([N+](=O)[O-])c1OC. As a reaction SMILES: [CH3:1][O:2][c:3]1[cH:4][c:5]([NH2:6])[cH:7][c:8]([N+:12](=[O:13])[O-:14])[c:9]1[O:10][CH3:11].[ClH:25].[N:15]([O-:16])=[O:17].[Na+:18].[OH2:26].[cH:19]1[cH:20][cH:21][n:22][cH:23][cH:24]1>>[CH3:1][O:2][c:3]1[cH:4][c:5](-[c:21]2[cH:20][cH:19][cH:24][cH:23][n:22]2)[cH:7][c:8]([N+:12](=[O:13])[O-:14])[c:9]1[O:10][CH3:11].